Dataset: the Open Reaction Database (ORD), a public repository of structured organic reaction records. Task: describe an organic reaction: reactants, conditions, products, and yield Starting materials: COC=1C=C2C(=CC=NC2=CC1OC)OC1=CC=C(C=C1)N (6,7-Dimethoxy-4-(4-aminophenoxy)quinoline), O(C1=CC=CC=C1)C1=CC=C(C=C1)N=C=O (4-phenoxyphenyl isocyanate). Run in C1(=CC=CC=C1)C (toluene). Yields the product COC=1C=C2C(=CC=NC2=CC1OC)OC1=CC=C(C=C1)NC(=O)NC1=CC=C(C=C1)OC1=CC=CC=C1 (N-{4-[(6,7-Dimethoxy-4-quinolinyl)oxy]phenyl}-N'-(4-phenoxyphenyl)urea). Yield: 60.0%. As a reaction SMILES: [CH3:1][O:2][C:3]1[CH:4]=[C:5]2[C:10](=[CH:11][C:12]=1[O:13][CH3:14])[N:9]=[CH:8][CH:7]=[C:6]2[O:15][C:16]1[CH:21]=[CH:20][C:19]([NH2:22])=[CH:18][CH:17]=1.[O:23]([C:30]1[CH:35]=[CH:34][C:33]([N:36]=[C:37]=[O:38])=[CH:32][CH:31]=1)[C:24]1[CH:29]=[CH:28][CH:27]=[CH:26][CH:25]=1>C1(C)C=CC=CC=1>[CH3:1][O:2][C:3]1[CH:4]=[C:5]2[C:10](=[CH:11][C:12]=1[O:13][CH3:14])[N:9]=[CH:8][CH:7]=[C:6]2[O:15][C:16]1[CH:17]=[CH:18][C:19]([NH:22][C:37]([NH:36][C:33]2[CH:34]=[CH:35][C:30]([O:23][C:24]3[CH:25]=[CH:26][CH:27]=[CH:28][CH:29]=3)=[CH:31][CH:32]=2)=[O:38])=[CH:20][CH:21]=1. Procedure details: 6,7-Dimethoxy-4-(4-aminophenoxy)quinoline (53 mg) was dissolved in toluene (3 ml) with heat, 4-phenoxyphenyl isocyanate (0.2 ml) was added, and the admixture was refluxed with heat for 30 minutes. The resulting residue was purified by column chromatography on silica gel eluting with chloroform/acetone (10/1) to obtain 55 mg of the title compound (yield: 60%). Product: C(=O)C=1C=CC=2N(C3=CC=CC=C3C2C1)C1=CC=C(C=C1)C1=CC=C(C=C1)N1C2=CC=CC=C2C=2C=C(C=CC12)C=O (4,4′-bis(3-formylcarbazol-9-yl)biphenyl). Procedure: Phosphosphorus oxychloride (13 ml, 21.5 g, 140 mmol) was added dropwise to a stirring mixture of N,N-dimethylformamide (5.40 ml, 5.10 g, 69.7 mmol) and 4,4′-bis(carbazol-9-yl)biphenyl (7.72 g, 16.0 mmol) and the resulting mixture was stirred at room temperature for 5 minutes then heated to 90° C. for 24 h. (nb reaction mixture was followed by TLC using 5% ethanol/dichloromethane as the eluent). The reaction mixture was poured into water (800 ml) and this beaker was placed in the ultrasonic bath ... The yield is 87.0%. Reactants: O(Cl)Cl (oxychloride), CN(C=O)C (N,N-dimethylformamide), C1=CC=CC=2C3=CC=CC=C3N(C12)C1=CC=C(C=C1)C1=CC=C(C=C1)N1C2=CC=CC=C2C=2C=CC=CC12 (4,4′-bis(carbazol-9-yl)biphenyl), C(C)O.ClCCl (ethanol dichloromethane). Reaction SMILES: O(Cl)Cl.CN(C)[CH:6]=[O:7].[CH:9]1[C:21]2[N:20]([C:22]3[CH:27]=[CH:26][C:25]([C:28]4[CH:33]=[CH:32][C:31]([N:34]5[C:46]6[CH:45]=[CH:44][CH:43]=[CH:42][C:41]=6[C:40]6[C:35]5=[CH:36][CH:37]=[CH:38][CH:39]=6)=[CH:30][CH:29]=4)=[CH:24][CH:23]=3)[C:19]3[C:14](=[CH:15][CH:16]=[CH:17][CH:18]=3)[C:13]=2[CH:12]=[CH:11][CH:10]=1.[CH2:47]([OH:49])C.ClCCl>O>[CH:47]([C:11]1[CH:10]=[CH:9][C:21]2[N:20]([C:22]3[CH:27]=[CH:26][C:25]([C:28]4[CH:29]=[CH:30][C:31]([N:34]5[C:46]6[CH:45]=[CH:44][C:43]([CH:6]=[O:7])=[CH:42][C:41]=6[C:40]6[C:35]5=[CH:36][CH:37]=[CH:38][CH:39]=6)=[CH:32][CH:33]=4)=[CH:24][CH:23]=3)[C:19]3[C:14]([C:13]=2[CH:12]=1)=[CH:15][CH:16]=[CH:17][CH:18]=3)=[O:49] |f:3.4|. Run in O (water). Reaction conditions: time 5 minute. Starting materials: CC(C)(C)OC(=O)N1CCNCC1, Clc1ccccc1, Nc1cc(Cl)nc(N)n1. Product: CC(C)(C)OC(=O)N1CCN(c2cc(N)nc(N)n2)CC1. Reaction SMILES: [C:10]([CH3:11])([CH3:12])([CH3:13])[O:14][C:15](=[O:16])[N:17]1[CH2:18][CH2:19][NH:20][CH2:21][CH2:22]1.[Cl:23][c:24]1[cH:25][cH:26][cH:27][cH:28][cH:29]1.[NH2:1][c:2]1[n:3][c:4]([NH2:9])[cH:5][c:6]([Cl:8])[n:7]1>>[NH2:1][c:2]1[n:3][c:4]([NH2:9])[cH:5][c:6]([N:20]2[CH2:19][CH2:18][N:17]([C:15]([O:14][C:10]([CH3:11])([CH3:12])[CH3:13])=[O:16])[CH2:22][CH2:21]2)[n:7]1. Reactants: OC=1C=C(C=CC1)CC(=O)O (3-hydroxyphenylacetic acid), O (water). The solvent is O1CCCC1 (tetrahydrofuran). Reaction conditions: time 1 hour. The product is OC=1C=C(C=CC1)CCO (2-(3-hydroxyphenyl)ethanol). Isolated yield 99.9%. Reaction SMILES: [OH:1][C:2]1[CH:3]=[C:4]([CH2:8][C:9](O)=[O:10])[CH:5]=[CH:6][CH:7]=1.O>O1CCCC1>[OH:1][C:2]1[CH:3]=[C:4]([CH2:8][CH2:9][OH:10])[CH:5]=[CH:6][CH:7]=1. Reported procedure: To a solution of 3-hydroxyphenylacetic acid (3.04 g, 20.0 mmol) in tetrahydrofuran (30 ml) was added at 0° C. borane-tetrahydrofuran complex (1M, 30.0 ml, 30.0 mmol) under an atmosphere of nitrogen. The mixture was stirred for 1 hour, followed by addition of water and the mixture was extracted with ethyl acetate. The organic layer was dried over magnesium sulfate, filtered and concentrated to give the subject compound (2.76 g, 100%).